Dataset: the Open Reaction Database (ORD), a public repository of structured organic reaction records. Task: describe an organic reaction: reactants, conditions, products, and yield Starting materials: C(C1=CC=CC=C1)C1=C(C(CNC2=C(NC3=CC(=CC(=C23)Cl)Cl)C(=O)OCC)=O)C=CC=C1 (3-[(2-benzylphenacyl)amino]-2-carbethoxy-4,6-dichloroindole), Cl (hydrochloric acid), O.[OH-].[Li+] (lithium hydroxide monohydrate). The solvent is O (water), C(C)(=O)OCC (ethyl acetate), O1CCCC1 (tetrahydrofuran), O (water). Reaction conditions: temperature 40 celsius, time 2 hour. Yields the product C(C1=CC=CC=C1)C1=C(C(CNC2=C(NC3=CC(=CC(=C23)Cl)Cl)C(=O)O)=O)C=CC=C1 (3-[(2-Benzylphenacyl)amino]-2-carboxy-4,6-dichloroindole). The yield is 91.7%. As a reaction SMILES: [CH2:1]([C:8]1[CH:33]=[CH:32][CH:31]=[CH:30][C:9]=1[C:10](=[O:29])[CH2:11][NH:12][C:13]1[C:21]2[C:16](=[CH:17][C:18]([Cl:23])=[CH:19][C:20]=2[Cl:22])[NH:15][C:14]=1[C:24]([O:26]CC)=[O:25])[C:2]1[CH:7]=[CH:6][CH:5]=[CH:4][CH:3]=1.O.[OH-].[Li+].Cl>O1CCCC1.O.C(OCC)(=O)C>[CH2:1]([C:8]1[CH:33]=[CH:32][CH:31]=[CH:30][C:9]=1[C:10](=[O:29])[CH2:11][NH:12][C:13]1[C:21]2[C:16](=[CH:17][C:18]([Cl:23])=[CH:19][C:20]=2[Cl:22])[NH:15][C:14]=1[C:24]([OH:26])=[O:25])[C:2]1[CH:3]=[CH:4][CH:5]=[CH:6][CH:7]=1 |f:1.2.3|. Reported procedure: Dissolve 3-[(2-benzylphenacyl)amino]-2-carbethoxy-4,6-dichloroindole (100 mg, 0.214 mmol) in tetrahydrofuran (7 mL) and water (7 mL). Add lithium hydroxide monohydrate (25.2 mg, 6 mmol) and stir overnight. Stir at 40° C. for 2 hours, dilute with water (10 mL) and ethyl acetate (25 mL). Acidify with 1N hydrochloric acid while stirring. Separate the organic phase, dry (MgSO4) and evaporate the solvent in vacuo. Recrystallize (ether/hexane) to give the title compound (89 mg, 95%); mp 234°-235° C. The reactants are ClC1=C(OCC(=O)NC=2C=C(C(=O)O)C=CN2)C=CC(=C1)Cl (2-[2-(2,4-dichloro-phenoxy)-acetylamino]-isonicotinic acid), 3-morpholine-4-propylamine, C(CCl)Cl (EDC), C=1C=CC2=C(C1)N=NN2O (HOBt), CCN(C(C)C)C(C)C (DIPEA), CN(C)C=O (DMF). Product: ClC1=C(OCC(=O)NC=2C=C(C(=O)NCCCN3CCOCC3)C=CN2)C=CC(=C1)Cl (2-[2-(2,4-dichloro-phenoxy)-acetylamino]-N-(3-morpholine-4-yl-propyl)isonicotinamide). The yield is 21.7%. Reaction SMILES: [Cl:1][C:2]1[CH:21]=[C:20]([Cl:22])[CH:19]=[CH:18][C:3]=1[O:4][CH2:5][C:6]([NH:8][C:9]1[CH:10]=[C:11]([CH:15]=[CH:16][N:17]=1)[C:12]([OH:14])=O)=[O:7].C(Cl)CCl.C1C=CC2N(O)N=[N:33][C:31]=2C=1.[CH3:37][CH2:38][N:39]([CH:43]([CH3:45])C)[CH:40]([CH3:42])C.CN(C=[O:50])C>>[Cl:1][C:2]1[CH:21]=[C:20]([Cl:22])[CH:19]=[CH:18][C:3]=1[O:4][CH2:5][C:6]([NH:8][C:9]1[CH:10]=[C:11]([CH:15]=[CH:16][N:17]=1)[C:12]([NH:33][CH2:31][CH2:45][CH2:43][N:39]1[CH2:38][CH2:37][O:50][CH2:42][CH2:40]1)=[O:14])=[O:7]. Procedure: To solution of 2-[2-(2,4-dichloro-phenoxy)-acetylamino]-isonicotinic acid (100 mg, 0.31 mmol), 3-morpholine-4-propylamine (67.8 mg, 0.07 ml, 0.47 mmol), EDC (90.1 mg, 0.47 mmol) and HOBt (63.4 mg, 0.47 mmol) in DMF 4 ml was added DIPEA (60.7 mg, 0.08 ml, 0.47 mmol), and stirred. Reaction mixture was then partitioned between ethyl acetate and 10% HCl. The organic phase was washed with brine, dried over anhydrous MgSO4, and concentrated. The residue was purified by preparative-TLC(CH2Cl2:MeOH=6:1)... Starting materials: Cl.C(CC)[C@@H]1CC[C@H](CC1)C(=N)N (trans-4-propylcyclohexanecarboxamidine hydrochloride), C(C)OC=C(C(=O)OCC)C(=O)OCC (diethyl ethoxymethylene-malonate), CC[O-].[Na+] (sodium ethylate solution), [Na] (sodium). Solvent: C(C)O (ethanol), C(C)O (ethanol). Conditions: time 50 minute. Product: OC1=NC(=NC=C1C(=O)OCC)[C@@H]1CC[C@H](CC1)CCC (ethyl trans-4-hydroxy-2-(4-propylcyclohexyl)-5-pyrimidinecarboxylate). The yield is 96.8%. As a reaction SMILES: Cl.[CH2:2]([C@H:5]1[CH2:10][CH2:9][C@H:8]([C:11]([NH2:13])=[NH:12])[CH2:7][CH2:6]1)[CH2:3][CH3:4].C([O:16][CH:17]=[C:18]([C:24](OCC)=O)[C:19]([O:21][CH2:22][CH3:23])=[O:20])C.CC[O-].[Na+].[Na]>C(O)C>[OH:16][C:17]1[C:18]([C:19]([O:21][CH2:22][CH3:23])=[O:20])=[CH:24][N:13]=[C:11]([C@H:8]2[CH2:9][CH2:10][C@H:5]([CH2:2][CH2:3][CH3:4])[CH2:6][CH2:7]2)[N:12]=1 |f:0.1,3.4,^1:32|. Reported procedure: 23.9 g of trans-4-propylcyclohexanecarboxamidine hydrochloride and 25.2 g of diethyl ethoxymethylene-malonate are added to a sodium ethylate solution prepared from 5.4 g of sodium and 210 ml of ethanol and the mixture is diluted with 150 ml of ethanol. The mixture is stirred at room temperature for 50 minutes and at boiling temperature for 50 minutes and, after cooling, evaporated in vacuo. The viscid residue is suspended in 600 ml of water and acidified with 60 ml of glacial acetic acid. Subseq... Starting materials: ClC1=CC=C(C(=O)NC=2SC=C(N2)CC(N2CCNCC2)=O)C=C1 (4-chloro-N-[4-(2-oxo-2-piperazin-1-yl-ethyl)-thiazol-2-yl]-benzamide), BrCC(=O)O (bromoacetic acid). The solvent is C1CCOC1 (THF). The product is BrCC(=O)N1CCN(CC1)C(CC=1N=C(SC1)NC(C1=CC=C(C=C1)Cl)=O)=O (N-(4-{2-[4-(2-bromo-acetyl)-piperazin-1-yl]-2-oxo-ethyl}-thiazol-2-yl)-4-chloro-benzamide). RXN SMILES: [Cl:1][C:2]1[CH:24]=[CH:23][C:5]([C:6]([NH:8][C:9]2[S:10][CH:11]=[C:12]([CH2:14][C:15](=[O:22])[N:16]3[CH2:21][CH2:20][NH:19][CH2:18][CH2:17]3)[N:13]=2)=[O:7])=[CH:4][CH:3]=1.[Br:25][CH2:26][C:27](O)=[O:28]>C1COCC1>[Br:25][CH2:26][C:27]([N:19]1[CH2:18][CH2:17][N:16]([C:15](=[O:22])[CH2:14][C:12]2[N:13]=[C:9]([NH:8][C:6](=[O:7])[C:5]3[CH:4]=[CH:3][C:2]([Cl:1])=[CH:24][CH:23]=3)[S:10][CH:11]=2)[CH2:21][CH2:20]1)=[O:28]. Procedure details: 55.1 Using general method A, with THF instead of DMF as solvent, 4-chloro-N-[4-(2-oxo-2-piperazin-1-yl-ethyl)-thiazol-2-yl]-benzamide (example 54.2) was coupled with bromoacetic acid to give N-(4-{2-[4-(2-bromo-acetyl)-piperazin-1-yl]-2-oxo-ethyl}-thiazol-2-yl)-4-chloro-benzamide. Amorphous white solid.